This data is from the Open Reaction Database (ORD), a public repository of structured organic reaction records. The task is: describe an organic reaction: reactants, conditions, products, and yield Conditions: temperature 50 celsius, time 18 hour. Starting materials: BrC=1C=2N(C=CC1)C=C(N2)C2=CC=C(C=C2)C[C@@H](CN2C(C1=CC=CC=C1C2=O)=O)NC(C2=CC(=C(C=C2)OC(C)C)Cl)=O (N-{(1S)-2-[4-(8-bromoimidazo[1,2-a]pyridin-2-yl)phenyl]-1-[(1,3-dioxo-1,3-dihydro-2H-isoindol-2-yl)methyl]ethyl}-3-chloro-4-[(1-methylethyl)oxy]benzamide), O.NN (hydrazine monohydrate). RXN SMILES: [Br:1][C:2]1[C:3]2[N:4]([CH:8]=[C:9]([C:11]3[CH:16]=[CH:15][C:14]([CH2:17][C@H:18]([NH:31][C:32](=[O:44])[C:33]4[CH:38]=[CH:37][C:36]([O:39][CH:40]([CH3:42])[CH3:41])=[C:35]([Cl:43])[CH:34]=4)[CH2:19][N:20]4C(=O)C5C(=CC=CC=5)C4=O)=[CH:13][CH:12]=3)[N:10]=2)[CH:5]=[CH:6][CH:7]=1.O.NN>C(O)C>[NH2:20][CH2:19][C@@H:18]([NH:31][C:32](=[O:44])[C:33]1[CH:38]=[CH:37][C:36]([O:39][CH:40]([CH3:42])[CH3:41])=[C:35]([Cl:43])[CH:34]=1)[CH2:17][C:14]1[CH:15]=[CH:16][C:11]([C:9]2[N:10]=[C:3]3[C:2]([Br:1])=[CH:7][CH:6]=[CH:5][N:4]3[CH:8]=2)=[CH:12][CH:13]=1 |f:1.2|. Run in C(C)O (ethanol). Reported procedure: To a solution of N-{(1S)-2-[4-(8-bromoimidazo[1,2-a]pyridin-2-yl)phenyl]-1-[(1,3-dioxo-1,3-dihydro-2H-isoindol-2-yl)methyl]ethyl}-3-chloro-4-[(1-methylethyl)oxy]benzamide (1.5 mmol) in ethanol (10 mL) was added hydrazine monohydrate (7.6 mmol). The reaction stirred for 18 h at 50° C. upon which a white precipitate formed and was filtered. The filtrate was concentrated in vacuo. The resultant light yellow solid was used directly in the next reaction without further purification. ESMS [M+H]+: 533.... The product is NC[C@H](CC1=CC=C(C=C1)C=1N=C2N(C=CC=C2Br)C1)NC(C1=CC(=C(C=C1)OC(C)C)Cl)=O (N-((1S)-2-Amino-1-{[4-(8-bromoimidazo[1,2-a]pyridin-2-yl)phenyl]methyl}ethyl)-3-chloro-4-[(1-methylethyl)oxy]benzamide). Reactants: CCOC1OC(=O)C=C1Br, CN(C)C=O, CCOC(C)=O, [N-]=[N+]=[N-], [Na+]. Yields the product CCOC1OC(=O)C=C1N=[N+]=[N-]. Reaction SMILES: [Br:1][C:2]1=[CH:3][C:4](=[O:10])[O:5][CH:6]1[O:7][CH2:8][CH3:9].[CH3:15][N:16]([CH3:17])[CH:18]=[O:19].[CH3:20][CH2:21][O:22][C:23](=[O:24])[CH3:25].[N-:12]=[N+:13]=[N-:14].[Na+:11]>>[C:2]1([N:12]=[N+:13]=[N-:14])=[CH:3][C:4](=[O:10])[O:5][CH:6]1[O:7][CH2:8][CH3:9]. Reactants: CCCC=CCC(C)CC(O)C#CC(C)(C)O, CCO, [H][H], [Pd], c1ccc2ncccc2c1. The product is CCCC=CCC(C)CC(O)C=CC(C)(C)O. Reaction SMILES: [CH3:11][C:12]([CH3:13])([C:14]#[C:15][CH:16]([CH2:17][CH:18]([CH2:19][CH:20]=[CH:21][CH2:22][CH2:23][CH3:24])[CH3:25])[OH:26])[OH:27].[CH3:30][CH2:31][OH:32].[H:28][H:29].[Pd:33].[cH:1]1[cH:2][c:3]2[c:4]([n:5][cH:6][cH:7][cH:8]2)[cH:9][cH:10]1>>[CH3:11][C:12]([CH3:13])([CH:14]=[CH:15][CH:16]([CH2:17][CH:18]([CH2:19][CH:20]=[CH:21][CH2:22][CH2:23][CH3:24])[CH3:25])[OH:26])[OH:27]. Starting materials: Nc1c(Br)cncc1[N+](=O)[O-], O=C([O-])[O-], C1COCCO1, [Na+], [Na+], Cl[Pd]Cl, c1ccc(P(c2ccccc2)c2ccccc2)cc1, c1ccc(P(c2ccccc2)c2ccccc2)cc1, OB(O)c1cccnc1. Product: Nc1c(-c2cccnc2)cncc1[N+](=O)[O-]. Reaction SMILES: [Br:1][c:2]1[cH:3][n:4][cH:5][c:6]([N+:9](=[O:10])[O-:11])[c:7]1[NH2:8].[C:21](=[O:22])([O-:23])[O-:24].[CH2:68]1[O:69][CH2:70][CH2:71][O:72][CH2:73]1.[Na+:25].[Na+:26].[Pd:27]([Cl:28])[Cl:29].[c:30]1([P:31]([c:32]2[cH:33][cH:34][cH:35][cH:36][cH:37]2)[c:38]2[cH:39][cH:40][cH:41][cH:42][cH:43]2)[cH:44][cH:45][cH:46][cH:47][cH:48]1.[c:49]1([P:50]([c:51]2[cH:52][cH:53][cH:54][cH:55][cH:56]2)[c:57]2[cH:58][cH:59][cH:60][cH:61][cH:62]2)[cH:63][cH:64][cH:65][cH:66][cH:67]1.[n:12]1[cH:13][c:14]([B:18]([OH:19])[OH:20])[cH:15][cH:16][cH:17]1>>[c:2]1(-[c:14]2[cH:13][n:12][cH:17][cH:16][cH:15]2)[cH:3][n:4][cH:5][c:6]([N+:9](=[O:10])[O-:11])[c:7]1[NH2:8]. Reaction SMILES: [BH:15]([OH:16])[OH:17].[Br:7][c:8]1[cH:9][n:10][c:11]([CH3:14])[n:12][cH:13]1.[CH3:28][CH2:29][OH:30].[CH3:32][O:33][CH2:34][CH2:35][O:36][CH3:37].[F:18][C:19]([c:20]1[cH:21][cH:22][cH:23][cH:24][cH:25]1)([F:26])[F:27].[Na+:1].[Na+:2].[O-:3][C:4](=[O:5])[O-:6].[OH2:31].[cH:38]1[cH:39][cH:40][c:41]([P:42]([Pd:43]([P:44]([c:45]2[cH:46][cH:47][cH:48][cH:49][cH:50]2)([c:51]2[cH:52][cH:53][cH:54][cH:55][cH:56]2)[c:57]2[cH:58][cH:59][cH:60][cH:61][cH:62]2)([P:63]([c:64]2[cH:65][cH:66][cH:67][cH:68][cH:69]2)([c:70]2[cH:71][cH:72][cH:73][cH:74][cH:75]2)[c:76]2[cH:77][cH:78][cH:79][cH:80][cH:81]2)[P:82]([c:83]2[cH:84][cH:85][cH:86][cH:87][cH:88]2)([c:89]2[cH:90][cH:91][cH:92][cH:93][cH:94]2)[c:95]2[cH:96][cH:97][cH:98][cH:99][cH:100]2)([c:101]2[cH:102][cH:103][cH:104][cH:105][cH:106]2)[c:107]2[cH:108][cH:109][cH:110][cH:111][cH:112]2)[cH:113][cH:114]1>>[c:8]1(-[c:23]2[cH:22][cH:21][c:20]([C:19]([F:18])([F:26])[F:27])[cH:25][cH:24]2)[cH:9][n:10][c:11]([CH3:14])[n:12][cH:13]1. Product: Cc1ncc(-c2ccc(C(F)(F)F)cc2)cn1. Reactants: OBO, Cc1ncc(Br)cn1, CCO, COCCOC, FC(F)(F)c1ccccc1, [Na+], [Na+], O=C([O-])[O-], O, c1ccc(P(c2ccccc2)(c2ccccc2)[Pd](P(c2ccccc2)(c2ccccc2)c2ccccc2)(P(c2ccccc2)(c2ccccc2)c2ccccc2)P(c2ccccc2)(c2ccccc2)c2ccccc2)cc1. Starting materials: CC(C)(C)OC(=O)N1CCC(O)(c2nc(COc3ccc(S(C)(=O)=O)cc3)cs2)CC1, CCN(CC)S(F)(F)F, ClCCl. Yields the product CC(C)(C)OC(=O)N1CCC(F)(c2nc(COc3ccc(S(C)(=O)=O)cc3)cs2)CC1. RXN SMILES: [C:1]([CH3:2])([CH3:3])([CH3:4])[O:5][C:6](=[O:7])[N:8]1[CH2:9][CH2:10][C:11]([c:14]2[s:15][cH:16][c:17]([CH2:19][O:20][c:21]3[cH:22][cH:23][c:24]([S:27](=[O:28])(=[O:29])[CH3:30])[cH:25][cH:26]3)[n:18]2)([OH:31])[CH2:12][CH2:13]1.[CH2:32]([N:33]([S:34]([F:35])([F:36])[F:38])[CH2:37][CH3:39])[CH3:40].[Cl:41][CH2:42][Cl:43]>>[C:1]([CH3:2])([CH3:3])([CH3:4])[O:5][C:6](=[O:7])[N:8]1[CH2:9][CH2:10][C:11]([c:14]2[s:15][cH:16][c:17]([CH2:19][O:20][c:21]3[cH:22][cH:23][c:24]([S:27](=[O:28])(=[O:29])[CH3:30])[cH:25][cH:26]3)[n:18]2)([F:38])[CH2:12][CH2:13]1.